This data is from the Open Reaction Database (ORD), a public repository of structured organic reaction records. The task is: describe an organic reaction: reactants, conditions, products, and yield Starting materials: C=CC(C)=C (isoprene), Cl (HCl). Yields the product monochlorobutenes, ClCC=C(C)C (1-chloro-3-methyl-2-butene), ClC(C)(C=C)C (2-chloro-2-methyl-3-butene). As a reaction SMILES: [CH2:1]=[CH:2][C:3](=[CH2:5])[CH3:4].[ClH:6]>>[Cl:6][CH2:1][CH:2]=[C:3]([CH3:4])[CH3:5].[Cl:6][C:3]([CH3:4])([CH:2]=[CH2:1])[CH3:5]. Procedure: The chlorination of isoprene under normal conditions is less than straightforward and results in the formation of a variety of products. In a simple addition reaction involving loss of one double bond, dichlorides are formed such as 1,4-dichloro-2-methyl-2-butene and 1,2-dichloro-2-methyl-3-butene. A competing reaction, however, is one of substitution rather than addition in which a hydrogen ion is given up resulting in the formation of monochlorides such as 2-chloromethyl-1,3-butadiene and 1-ch... Procedure: (S)-3-((R)-2-Ethoxy-1-hydroxyethyl)pyrrolidine-1-carboxylic acid t-butyl ester (25.0 mg, 96.4 μmol) was dissolved in DMF (200 μL). NaH (2776 μg, 115.7 mmol) was added and the mixture was stirred at room temperature for 15 minutes. 2,4-Dichloro-1-fluorobenzene (22.6 μL, 192.8 μmol) was added and the mixture was stirred at 70° C. for 3 hours. The mixture was concentrated then dissolved in 1.2M HCl in EtOH (1.0 mL, 1.2 mmol) and stirred overnight. The product was concentrated and purified by prepar... The product is ClC1=C(O[C@@H](COCC)[C@@H]2CNCC2)C=CC(=C1)Cl ((S)-3-[(R)-1-(2,4-Dichlorophenoxy)-2-ethoxyethyl]pyrrolidine), mono-TFA. Starting materials: C(C)(C)(C)OC(=O)N1C[C@H](CC1)[C@H](COCC)O ((S)-3-((R)-2-Ethoxy-1-hydroxyethyl)pyrrolidine-1-carboxylic acid t-butyl ester), ClC1=C(C=CC(=C1)Cl)F (2,4-Dichloro-1-fluorobenzene), CCO (EtOH), [H-].[Na+] (NaH). RXN SMILES: C(OC([N:8]1[CH2:12][CH2:11][C@H:10]([C@@H:13]([OH:18])[CH2:14][O:15][CH2:16][CH3:17])[CH2:9]1)=O)(C)(C)C.[H-].[Na+].[Cl:21][C:22]1[CH:27]=[C:26]([Cl:28])[CH:25]=[CH:24][C:23]=1F.CCO>CN(C=O)C.Cl>[Cl:21][C:22]1[CH:27]=[C:26]([Cl:28])[CH:25]=[CH:24][C:23]=1[O:18][C@H:13]([C@H:10]1[CH2:11][CH2:12][NH:8][CH2:9]1)[CH2:14][O:15][CH2:16][CH3:17] |f:1.2|. Run in CN(C)C=O (DMF), Cl (HCl). Reaction conditions: time 15 minute. Run at temperature 23 celsius, time 2 hour. Procedure: 1-Amino-2-phenylpentan-2-ol (0.099 g, 0.45 mmol, 1.5 eq) was dissolved in NMP (3 mL) and to this solution was added 3-fluoro-4-(2-(pyridin-2-ylamino)thiazol-5-ylthio)picolinic acid (0.101 g, 0.30 mmol), EDAC (0.089 g, 0.45 mmol, 1.5 eq), HOBt (0.042 g, 0.30 mmol, 1 eq) and diisopropylethylamine (0.16 mL, 0903 mmol, 3 eq). The resulting mixture was stirred at 23° C. for 2 h. The mixture was then purified on preparative HPLC (ammonium acetate/water/acetonitrile) and freeze dried to give the title ... As a reaction SMILES: [NH2:1][CH2:2][C:3]([C:8]1[CH:13]=[CH:12][CH:11]=[CH:10][CH:9]=1)([OH:7])[CH2:4][CH2:5][CH3:6].[F:14][C:15]1[C:16]([C:34](O)=[O:35])=[N:17][CH:18]=[CH:19][C:20]=1[S:21][C:22]1[S:26][C:25]([NH:27][C:28]2[CH:33]=[CH:32][CH:31]=[CH:30][N:29]=2)=[N:24][CH:23]=1.CCN=C=NCCCN(C)C.C1C=CC2N(O)N=NC=2C=1.C(N(C(C)C)CC)(C)C>CN1C(=O)CCC1>[F:14][C:15]1[C:16]([C:34]([NH:1][CH2:2][C:3]([OH:7])([C:8]2[CH:13]=[CH:12][CH:11]=[CH:10][CH:9]=2)[CH2:4][CH2:5][CH3:6])=[O:35])=[N:17][CH:18]=[CH:19][C:20]=1[S:21][C:22]1[S:26][C:25]([NH:27][C:28]2[CH:33]=[CH:32][CH:31]=[CH:30][N:29]=2)=[N:24][CH:23]=1. Starting materials: FC=1C(=NC=CC1SC1=CN=C(S1)NC1=NC=CC=C1)C(=O)O (3-fluoro-4-(2-(pyridin-2-ylamino)thiazol-5-ylthio)picolinic acid), CCN=C=NCCCN(C)C (EDAC), C=1C=CC2=C(C1)N=NN2O (HOBt), C(C)(C)N(CC)C(C)C (diisopropylethylamine), NCC(CCC)(O)C1=CC=CC=C1 (1-Amino-2-phenylpentan-2-ol). Product: FC=1C(=NC=CC1SC1=CN=C(S1)NC1=NC=CC=C1)C(=O)NCC(CCC)(C1=CC=CC=C1)O (3-fluoro-N-(2-hydroxy-2-phenylpentyl)-4-(2-(pyridin-2-ylamino)thiazol-5-ylthio)picolinamide). Solvent: CN1CCCC1=O (NMP). Isolated yield 36.1%. Reactants: C(C)OC(=O)CN1C=CN2N=CC=C21 (1-ethoxycarbonylmethyl-1H-imidazo-[1,2-b]pyrazole), CNC (dimethylamine). Run in C(C)O (ethanol). Run at time 5 hour. Yields the product CN(C(=O)CN1C=CN2N=CC=C21)C (1-(N,N-dimethylcarbamoylmethyl)-1H-imidazo[1,2-b]-pyrazole). RXN SMILES: C(O[C:4]([CH2:6][N:7]1[C:14]2[N:10]([N:11]=[CH:12][CH:13]=2)[CH:9]=[CH:8]1)=[O:5])C.[CH3:15][NH:16][CH3:17]>C(O)C>[CH3:15][N:16]([CH3:17])[C:4]([CH2:6][N:7]1[C:14]2[N:10]([N:11]=[CH:12][CH:13]=2)[CH:9]=[CH:8]1)=[O:5]. Reported procedure: To a solution of 1-ethoxycarbonylmethyl-1H-imidazo-[1,2-b]pyrazole (7.0 g) in ethanol (35 ml) was added 50% dimethylamine aqueous solution (17 ml). The mixture was stirred at room temperature for 5 hours. The reaction mixture was evaporated in vacuo. The resultant crude powder was subjected to column chromatography on silica gel using a mixture of ethyl acetate and methanol as an eluent. Fractions containing the object compound were combined and evaporated in vacuo. The resultant precipitate was... Run in CO (methanol). Reaction conditions: temperature 40 celsius. The product is C1(=CC=C(C=C1)S(=O)(=O)O)C.OCCNC(=O)C=1C2=C(C(=NC1)N)C(=CS2)COC2=C(C=CC(=C2)C=2OC(=NN2)C)C (4-amino-3-[2-methyl-5-(5-methyl-[1,3,4]oxadiazol-2-yl)-phenoxymethyl]-thieno[3,2-c]pyridine-7-carboxylic acid (2-hydroxy-ethyl)-amide toluene-4-sulfonic acid salt). Procedure details: To a solution of 4-amino-3-[2-methyl-5-(5-methyl-[1,3,4]oxadiazol-2-yl)-phenoxymethyl]-thieno[3,2-c]pyridine-7-carboxylic acid (2-hydroxy-ethyl)-amide (0.045 g, 0.10 mmol) (from Example 14 supra) in methanol (6 mL) was treated with toluene-4-sulfonic acid hydrate (19.5 mg, 0.10 mmol) (Aldrich) and heated at 40° C. for 30 minutes. The solution was concentrated. The residue washed with diethyl ether, dissolved ino water and lyophilized to give 4-amino-3-[2-methyl-5-(5-methyl-[1,3,4]oxadiazol-2-yl)... RXN SMILES: FC(F)(F)C(O)=O.[OH:8][CH2:9][CH2:10][NH:11][C:12]([C:14]1[C:15]2[S:23][CH:22]=[C:21]([CH2:24][O:25][C:26]3[CH:31]=[C:30]([C:32]4[O:33][C:34]([CH3:37])=[N:35][N:36]=4)[CH:29]=[CH:28][C:27]=3[CH3:38])[C:16]=2[C:17]([NH2:20])=[N:18][CH:19]=1)=[O:13].O.[C:40]1([CH3:50])[CH:45]=[CH:44][C:43]([S:46]([OH:49])(=[O:48])=[O:47])=[CH:42][CH:41]=1>CO>[C:40]1([CH3:50])[CH:41]=[CH:42][C:43]([S:46]([OH:49])(=[O:47])=[O:48])=[CH:44][CH:45]=1.[OH:8][CH2:9][CH2:10][NH:11][C:12]([C:14]1[C:15]2[S:23][CH:22]=[C:21]([CH2:24][O:25][C:26]3[CH:31]=[C:30]([C:32]4[O:33][C:34]([CH3:37])=[N:35][N:36]=4)[CH:29]=[CH:28][C:27]=3[CH3:38])[C:16]=2[C:17]([NH2:20])=[N:18][CH:19]=1)=[O:13] |f:0.1,2.3,5.6|. Reactants: FC(C(=O)O)(F)F.OCCNC(=O)C=1C2=C(C(=NC1)N)C(=CS2)COC2=C(C=CC(=C2)C=2OC(=NN2)C)C (4-amino-3-[2-methyl-5-(5-methyl-[1,3,4]oxadiazol-2-yl)-phenoxymethyl]-thieno[3,2-c]pyridine-7-carboxylic acid (2-hydroxy-ethyl)-amide trifluoro-acetic acid salt), O.C1(=CC=C(C=C1)S(=O)(=O)O)C (toluene-4-sulfonic acid hydrate).